Dataset: the Open Reaction Database (ORD), a public repository of structured organic reaction records. Task: describe an organic reaction: reactants, conditions, products, and yield The reactants are CC1=C(C(CC2OC(=O)C3=CC=CC=C23)=O)C=C(C=C1)C (3-(2',5'-dimethylphenacyl)phthalide), S(=O)(Cl)Cl (thionyl chloride). The solvent is C1=CC=CC=C1 (benzene). The product is CC1=C(C(=O)C=CC2=C(C(=O)Cl)C=CC=C2)C=C(C=C1)C (o-(2',5'-dimethylbenzoylvinyl)benzoyl chloride). As a reaction SMILES: [CH3:1][C:2]1[CH:20]=[CH:19][C:18]([CH3:21])=[CH:17][C:3]=1[C:4](=[O:16])[CH2:5][CH:6]1[C:15]2[C:10](=[CH:11][CH:12]=[CH:13][CH:14]=2)[C:8](=O)[O:7]1.S(Cl)([Cl:24])=O>C1C=CC=CC=1>[CH3:1][C:2]1[CH:20]=[CH:19][C:18]([CH3:21])=[CH:17][C:3]=1[C:4]([CH:5]=[CH:6][C:15]1[CH:14]=[CH:13][CH:12]=[CH:11][C:10]=1[C:8]([Cl:24])=[O:7])=[O:16]. Procedure details: A 1 liter flask was charged with 32.2 grams (115 mmol) of 3-(2',5'-dimethylphenacyl)phthalide, 200 ml of benzene and 50 ml of thionyl chloride. After heating at reflux on a steambath for 30 minutes, the solution was concentrated. The residue was triturated with ligroin to give 32.5 grams of o-(2',5'-dimethylbenzoylvinyl)benzoyl chloride, m.p. 96°-98° C. Analysis shows 72.29% carbon, 5.07% hydrogen and 11.80% chlorine as against calculated values of 72.36%, 5.06% and 11.87% for C18H15ClO2. Reactants: [Li]CCCC, Cc1nnnn1C, Cc1cc(F)ccc1C(=O)c1ccc(F)cc1C, C1CCOC1. The product is Cc1cc(F)ccc1C(O)(Cc1nnnn1C)c1ccc(F)cc1C. RXN SMILES: [CH2:8]([Li:9])[CH2:10][CH2:11][CH3:12].[CH3:1][n:2]1[n:3][n:4][n:5][c:6]1[CH3:7].[F:13][c:14]1[cH:15][c:16]([CH3:30])[c:17]([C:18](=[O:19])[c:20]2[c:21]([CH3:27])[cH:22][c:23]([F:26])[cH:24][cH:25]2)[cH:28][cH:29]1.[O:31]1[CH2:32][CH2:33][CH2:34][CH2:35]1>>[CH3:1][n:2]1[n:3][n:4][n:5][c:6]1[CH2:7][C:18]([c:17]1[c:16]([CH3:30])[cH:15][c:14]([F:13])[cH:29][cH:28]1)([OH:19])[c:20]1[c:21]([CH3:27])[cH:22][c:23]([F:26])[cH:24][cH:25]1. Starting materials: C(C)(=O)S[C@H]1C[C@H](N(C1)C(=O)OCC1=CC=C(C=C1)[N+](=O)[O-])COC1=CC=C(C=C1)CNC(=O)OCC1=CC=C(C=C1)[N+](=O)[O-] ((2S,4S)-4-acetylthio-N-(p-nitrobenzyloxycarbonyl)-2-[4-[N-(p-nitrobenzyloxycarbonyl)aminomethyl]phenoxymethyl]-pyrrolidine), [OH-].[Na+] (sodium hydroxide), Cl (hydrochloric acid). Solvent: O1C(CCC1)CO (tetrahydrofuranmethanol). Run at time 2 hour. The product is crude product, S[C@H]1C[C@H](N(C1)C(=O)OCC1=CC=C(C=C1)[N+](=O)[O-])COC1=CC=C(C=C1)CNC(=O)OCC1=CC=C(C=C1)[N+](=O)[O-] ((2S,4S)-4-mercapto-N-(p-nitrobenzyloxycarbonyl)-2-[4-[N-(p-nitrobenzyloxycarbonyl)aminomethyl]phenoxymethyl]-pyrrolidine). Reaction SMILES: C([S:4][C@@H:5]1[CH2:9][N:8]([C:10]([O:12][CH2:13][C:14]2[CH:19]=[CH:18][C:17]([N+:20]([O-:22])=[O:21])=[CH:16][CH:15]=2)=[O:11])[C@H:7]([CH2:23][O:24][C:25]2[CH:30]=[CH:29][C:28]([CH2:31][NH:32][C:33]([O:35][CH2:36][C:37]3[CH:42]=[CH:41][C:40]([N+:43]([O-:45])=[O:44])=[CH:39][CH:38]=3)=[O:34])=[CH:27][CH:26]=2)[CH2:6]1)(=O)C.[OH-].[Na+].Cl>O1CCCC1CO>[SH:4][C@@H:5]1[CH2:9][N:8]([C:10]([O:12][CH2:13][C:14]2[CH:15]=[CH:16][C:17]([N+:20]([O-:22])=[O:21])=[CH:18][CH:19]=2)=[O:11])[C@H:7]([CH2:23][O:24][C:25]2[CH:30]=[CH:29][C:28]([CH2:31][NH:32][C:33]([O:35][CH2:36][C:37]3[CH:38]=[CH:39][C:40]([N+:43]([O-:45])=[O:44])=[CH:41][CH:42]=3)=[O:34])=[CH:27][CH:26]=2)[CH2:6]1 |f:1.2|. Reported procedure: To a solution of (2S,4S)-4-acetylthio-N-(p-nitrobenzyloxycarbonyl)-2-[4-[N-(p-nitrobenzyloxycarbonyl)aminomethyl]phenoxymethyl]-pyrrolidine (786 mg, 1.23 mmol) in tetrahydrofuranmethanol (1:1, 20 ml), 1N aqueous sodium hydroxide (1.48 ml, 1.48 mmol) was added in a nitrogen stream under cooling with ice. The reaction solution was stirred at 2 hours, and 1N hydrochloric acid (1.6 ml, 1.6 mmol) was added thereto. The resulting mixed solution was extracted with ethyl acetate. The extract was washed ... Conditions: time 18 hour. RXN SMILES: [NH2:1][C@@H:2]1[CH2:26][CH2:25][C@@:24]2([CH3:27])[CH:4]([CH2:5][CH2:6][C@@H:7]3[C@@H:23]2[CH2:22][CH2:21][C@@:20]2([CH3:28])[C@H:8]3[CH2:9][CH2:10][C@@H:11]2[C@H:12]([CH3:19])[CH2:13][CH2:14][CH2:15][CH:16]([CH3:18])[CH3:17])[CH2:3]1.[C:29](OC(=O)C)(=[O:31])C>C(O)=O>[CH:29]([NH:1][C@@H:2]1[CH2:26][CH2:25][C@@:24]2([CH3:27])[CH:4]([CH2:5][CH2:6][C@@H:7]3[C@@H:23]2[CH2:22][CH2:21][C@@:20]2([CH3:28])[C@H:8]3[CH2:9][CH2:10][C@@H:11]2[C@H:12]([CH3:19])[CH2:13][CH2:14][CH2:15][CH:16]([CH3:18])[CH3:17])[CH2:3]1)=[O:31]. Isolated yield 53.0%. The solvent is C(=O)O (formic acid). Reported procedure: 3α-Aminocholestane (2.00 g, 5.15 mmol) was dissolved in 98-100% formic acid (10 ml) and acetic anhydride (3.6 ml) was added under ice cooling. After the mixture was stirred for 18 hours at room temperature, the precipitated solid was filtered off and recrystallized from methanol to obtain N-formyl-3α-aminocholestane (1.14 g, yield=53%). The N-formyl-3α-aminocholestane was dissolved in tetrahydrofuran (50 ml) and lithium aluminum hydride (415 mg) was added. The mixture was heated under reflux for... The reactants are N[C@H]1CC2CC[C@H]3[C@@H]4CC[C@H]([C@@H](CCCC(C)C)C)[C@]4(CC[C@@H]3[C@]2(CC1)C)C (3α-Aminocholestane), C(C)(=O)OC(C)=O (acetic anhydride). The product is C(=O)N[C@H]1CC2CC[C@H]3[C@@H]4CC[C@H]([C@@H](CCCC(C)C)C)[C@]4(CC[C@@H]3[C@]2(CC1)C)C (N-formyl-3α-aminocholestane).